Dataset: the Open Reaction Database (ORD), a public repository of structured organic reaction records. Task: describe an organic reaction: reactants, conditions, products, and yield RXN SMILES: [CH3:1][O:2][CH2:3][C:4]([NH:6][CH2:7][C:8]([OH:10])=O)=[O:5].[C:11]([CH:13]1[CH2:15][NH:14]1)#[N:12].C1(N=C=NC2CCCCC2)CCCCC1>O1CCCC1>[CH3:1][O:2][CH2:3][C:4]([NH:6][CH2:7][C:8]([N:14]1[CH2:15][CH:13]1[C:11]#[N:12])=[O:10])=[O:5]. Starting materials: COCC(=O)NCC(=O)O (N-Methoxyacetylglycine), C(#N)C1NC1 (2-cyanoaziridine), C1(CCCCC1)N=C=NC1CCCCC1 (dicyclohexylcarbodiimide). The product is COCC(=O)NCC(=O)N1C(C1)C#N (1-(N-Methoxyacetylglycyl)-2-cyanoaziridine). Solvent: O1CCCC1 (tetrahydrofuran). Reported procedure: 2.94 g. N-Methoxyacetylglycine are dissolved in 29 ml. tetrahydrofuran and mixed, with stirring and ice cooling, with 1.36 g. 2-cyanoaziridine and 4.3 g. dicyclohexylcarbodiimide, whereafter the reaction mixture is stirred for 2 hours. After filtering off the dicyclohexylurea, from the filtrate there are obtained 2.8 g. of crystals which, for purification, are dissolved in ethyl acetate and reprecipitated with ligroin. There is thus obtained 1-(N-methoxyacetylglycyl)-2-cyanoaziridine; M.p. 70°-7... The reactants are CN(C)C=O, O=[N+]([O-])c1cnc2cc(-c3ccccc3)ccc2c1O, O=P(Cl)(Cl)Cl. Yields the product O=[N+]([O-])c1cnc2cc(-c3ccccc3)ccc2c1Cl. RXN SMILES: [CH3:26][N:27]([CH3:28])[CH:29]=[O:30].[N+:6](=[O:7])([O-:8])[c:9]1[cH:10][n:11][c:12]2[cH:13][c:14](-[c:20]3[cH:21][cH:22][cH:23][cH:24][cH:25]3)[cH:15][cH:16][c:17]2[c:18]1[OH:19].[P:1]([Cl:2])([Cl:3])([Cl:4])=[O:5]>>[Cl:3][c:18]1[c:9]([N+:6](=[O:7])[O-:8])[cH:10][n:11][c:12]2[cH:13][c:14](-[c:20]3[cH:21][cH:22][cH:23][cH:24][cH:25]3)[cH:15][cH:16][c:17]21. Reactants: Cl[Si]1(CCCC1)C(C)Cl (1-chloro-1-(α-chloroehtyl)-1-silacyclopentane), FC1=CC=C(C=C1)[Mg]Br (4-fluorophenylmagnesiumbromide). Yields the product ClC(C)[Si]1(CCCC1)C1=CC=C(C=C1)F (1-(α-chloroethyl)-1-(4-fluorophenyl)-silacyclopentane). Reported procedure: In the same apparatus and procedures as Example 1 was reacted 40 ml of 4-fluorophenylmagnesiumbromide solution (2.0 M in diethylether) with 1-chloro-1-(α-chloroehtyl)-1-silacyclopentane prepared from the above procedure i) for 5hrs. In the same method as Example 1 was treated the reaction product to give 4.8 g of 1-(α-chloroethyl)-1-(4-fluorophenyl)-silacyclopentane (84°-5° C./0.3 mmHg). As a reaction SMILES: Cl[Si:2]1([CH:7]([Cl:9])[CH3:8])[CH2:6][CH2:5][CH2:4][CH2:3]1.[F:10][C:11]1[CH:16]=[CH:15][C:14]([Mg]Br)=[CH:13][CH:12]=1>>[Cl:9][CH:7]([Si:2]1([C:14]2[CH:15]=[CH:16][C:11]([F:10])=[CH:12][CH:13]=2)[CH2:6][CH2:5][CH2:4][CH2:3]1)[CH3:8]. Starting materials: N1C=NC2=C1C=CC(=C2)N(C(=O)CC(=O)OCC)C(C(NCC(C)(CC)OC(=O)OC)=O)C2=CC=C(C=C2)N2CCOCC2 (ethyl 2-[(1H-benzo[d]imidazol-5-yl)({[4-(morpholin-4-yl)phenyl]({2-[(methoxycarbonyl)oxy]-2-ethylpropyl}carbamoyl)methyl})-carbamoyl]acetate), Intermediate 4, CC(C)([O-])C.[K+] (potassium tert.-butoxide). Product: N1C=NC2=C1C=CC(=C2)N2C(C(C(C2C2=CC=C(C=C2)N2CCOCC2)=O)C(=O)OCC)=O (Ethyl 1-(1H-benzo[d]imidazol-5-yl)-5-(4-morpholinophenyl)-2,4-dioxopyrrolidine-3-carboxylate). RXN SMILES: [NH:1]1[C:5]2[CH:6]=[CH:7][C:8]([N:10]([CH:19]([C:33]3[CH:38]=[CH:37][C:36]([N:39]4[CH2:44][CH2:43][O:42][CH2:41][CH2:40]4)=[CH:35][CH:34]=3)[C:20](=[O:32])NCC(OC(OC)=O)(CC)C)[C:11]([CH2:13][C:14]([O:16][CH2:17][CH3:18])=[O:15])=[O:12])=[CH:9][C:4]=2[N:3]=[CH:2]1.CC(C)([O-])C.[K+]>>[NH:1]1[C:5]2[CH:6]=[CH:7][C:8]([N:10]3[CH:19]([C:33]4[CH:34]=[CH:35][C:36]([N:39]5[CH2:44][CH2:43][O:42][CH2:41][CH2:40]5)=[CH:37][CH:38]=4)[C:20](=[O:32])[CH:13]([C:14]([O:16][CH2:17][CH3:18])=[O:15])[C:11]3=[O:12])=[CH:9][C:4]=2[N:3]=[CH:2]1 |f:1.2|. Reported procedure: The compound was synthesized starting from ethyl 2-[(1H-benzo[d]imidazol-5-yl)({[4-(morpholin-4-yl)phenyl]({2-[(methoxycarbonyl)oxy]-2-ethylpropyl}carbamoyl)methyl})-carbamoyl]acetate (which may be prepared in accordance with the procedure described for Intermediate 4; 0.38 g, 0.638 mmol) and potassium tert.-butoxide solution (1M, 1.276 ml, 1.276 mmol) according to the method described in Step 2.